This data is from the Open Reaction Database (ORD), a public repository of structured organic reaction records. The task is: describe an organic reaction: reactants, conditions, products, and yield The reactants are N1CC(C1)N1N=CC=C1C=1C=C(C=CC1OC1=CC(=C(C=C1Cl)S(=O)(=O)NC=1SC=NN1)F)C1=C(C=CC=C1)C(F)(F)F (4-{[3-(1-azetidin-3-yl-1H-pyrazol-5-yl)-2′-(trifluoromethyl)biphenyl-4-yl]oxy}-5-chloro-2-fluoro-N-1,3,4-thiadiazol-2-ylbenzenesulfonamide), C=O (formaldehyde), C(C)(=O)O[BH-](OC(C)=O)OC(C)=O.[Na+] (Sodium triacetoxyborohydride). Run in CO (methanol), ClCCl (dichloromethane), C(C)(=O)O (acetic acid), ClCCl (dichloromethane). Conditions: time 45 minute. Yields the product ClC=1C(=CC(=C(C1)S(=O)(=O)NC=1SC=NN1)F)OC1=C(C=C(C=C1)C1=C(C=CC=C1)C(F)(F)F)C1=CC=NN1C1CN(C1)C (5-Chloro-2-fluoro-4-({3-[1-(1-methylazetidin-3-yl)-1H-pyrazol-5-yl]-2′-(trifluoromethyl)biphenyl-4-yl}oxy)-N-1,3,4-thiadiazol-2-ylbenzenesulfonamide). Isolated yield 132.3%. As a reaction SMILES: [NH:1]1[CH2:4][CH:3]([N:5]2[C:9]([C:10]3[CH:11]=[C:12]([C:34]4[CH:39]=[CH:38][CH:37]=[CH:36][C:35]=4[C:40]([F:43])([F:42])[F:41])[CH:13]=[CH:14][C:15]=3[O:16][C:17]3[C:22]([Cl:23])=[CH:21][C:20]([S:24]([NH:27][C:28]4[S:29][CH:30]=[N:31][N:32]=4)(=[O:26])=[O:25])=[C:19]([F:33])[CH:18]=3)=[CH:8][CH:7]=[N:6]2)[CH2:2]1.C=O.[C:46](O[BH-](OC(=O)C)OC(=O)C)(=O)C.[Na+]>CO.ClCCl.C(O)(=O)C>[Cl:23][C:22]1[C:17]([O:16][C:15]2[CH:14]=[CH:13][C:12]([C:34]3[CH:39]=[CH:38][CH:37]=[CH:36][C:35]=3[C:40]([F:42])([F:43])[F:41])=[CH:11][C:10]=2[C:9]2[N:5]([CH:3]3[CH2:2][N:1]([CH3:46])[CH2:4]3)[N:6]=[CH:7][CH:8]=2)=[CH:18][C:19]([F:33])=[C:20]([S:24]([NH:27][C:28]2[S:29][CH:30]=[N:31][N:32]=2)(=[O:26])=[O:25])[CH:21]=1 |f:2.3|. Procedure details: To a suspension of 4-{[3-(1-azetidin-3-yl-1H-pyrazol-5-yl)-2′-(trifluoromethyl)biphenyl-4-yl]oxy}-5-chloro-2-fluoro-N-1,3,4-thiadiazol-2-ylbenzenesulfonamide (Preparation 46, 42.9 mg, 0.0659 mmol) in methanol (0.10 mL), dichloromethane (1.72 mL) and acetic acid (0.10 mL) was added formaldehyde (37% w/w, 16.7 μL, 0.224 mmol). The reaction was then stirred under nitrogen at room temperature for 45 minutes. Sodium triacetoxyborohydride (42.6 mg, 0.201 mmol) was added to the reaction which was stirr... The reactants are O=C([C@H](CNC(OC(C)(C)C)=O)NC(OC(C)(C)C)=O)NC1=CC=C(C=C1)C#CC1=C(C(=NC(=C1F)F)F)F ((S)-di-tert-butyl (3-oxo-3-((4-((perfluoropyridin-4-yl)ethynyl)phenyl)amino)propane-1,2-diyl)dicarbamate), NCCCC[C@@H](C(=O)NC1=CC=C(C=C1)C#CC1=C(C(=NC(=C1F)F)F)F)NC([C@H](C)N)=O ((S)-6-amino-2-((S)-2-aminopropanamido)-N-(4-((perfluoropyridin-4-yl)ethynyl)phenyl) hexanamide), compound ( 21 ). Yields the product N[C@H](C(=O)NC1=CC=C(C=C1)C#CC1=C(C(=NC(=C1F)F)F)F)CN ((S)-2,3-diamino-N-(4-((perfluoropyridin-4-yl)ethynyl)phenyl)propanamide). Yield: 85.0%. RXN SMILES: [O:1]=[C:2]([NH:21][C:22]1[CH:27]=[CH:26][C:25]([C:28]#[C:29][C:30]2[C:35]([F:36])=[C:34]([F:37])[N:33]=[C:32]([F:38])[C:31]=2[F:39])=[CH:24][CH:23]=1)[C@@H:3]([NH:13]C(=O)OC(C)(C)C)[CH2:4][NH:5]C(=O)OC(C)(C)C.NCCCC[C@H](NC(=O)[C@@H](N)C)C(NC1C=CC(C#CC2C(F)=C(F)N=C(F)C=2F)=CC=1)=O>>[NH2:13][C@@H:3]([CH2:4][NH2:5])[C:2]([NH:21][C:22]1[CH:27]=[CH:26][C:25]([C:28]#[C:29][C:30]2[C:35]([F:36])=[C:34]([F:37])[N:33]=[C:32]([F:38])[C:31]=2[F:39])=[CH:24][CH:23]=1)=[O:1]. Reported procedure: The compound (29) was prepared from compound (28) by using the same procedure as synthesis of compound (23) from compound (21), in 85% yield;1H NMR (400 MHz, CD3OD): 7.81 (d, J=8.5 Hz, 2H), 7.64 (d, J=8.5 Hz, 2H), 4.11 (t, J=5.8 Hz, 1H), 3.47-3.42 (m, 2H).